This data is from the Open Reaction Database (ORD), a public repository of structured organic reaction records. The task is: describe an organic reaction: reactants, conditions, products, and yield Reactants: C(C)OC(C(CC1=CC=C(C=C1)OCCC=1N(C(N(C1)CC1=CC=C(C=C1)C)=O)CCC)(C)OC)=O (2-methoxy-2-methyl-3-(4-{2-[1-(4-methyl-benzyl)-2-oxo-3-propyl-2,3-dihydro-1H-imidazol-4-yl]-ethoxy}-phenyl)-propionic acid ethyl ester), [OH-].[Na+] (NaOH), Cl (HCl). Run in CCO (EtOH). Yields the product COC(C(=O)O)(CC1=CC=C(C=C1)OCCC=1N(C(N(C1)CC1=CC=C(C=C1)C)=O)CCC)C (2-methoxy-2-methyl-3-(4-{2-[1-(4-methyl-benzyl)-2-oxo-3-propyl-2,3-dihydro-1H-imidazol-4-yl]-ethoxy}-phenyl)-propionic acid). Isolated yield 103.7%. As a reaction SMILES: C([O:3][C:4](=[O:36])[C:5]([O:34][CH3:35])([CH3:33])[CH2:6][C:7]1[CH:12]=[CH:11][C:10]([O:13][CH2:14][CH2:15][C:16]2[N:17]([CH2:30][CH2:31][CH3:32])[C:18](=[O:29])[N:19]([CH2:21][C:22]3[CH:27]=[CH:26][C:25]([CH3:28])=[CH:24][CH:23]=3)[CH:20]=2)=[CH:9][CH:8]=1)C.[OH-].[Na+].Cl>CCO>[CH3:35][O:34][C:5]([CH3:33])([CH2:6][C:7]1[CH:8]=[CH:9][C:10]([O:13][CH2:14][CH2:15][C:16]2[N:17]([CH2:30][CH2:31][CH3:32])[C:18](=[O:29])[N:19]([CH2:21][C:22]3[CH:23]=[CH:24][C:25]([CH3:28])=[CH:26][CH:27]=3)[CH:20]=2)=[CH:11][CH:12]=1)[C:4]([OH:36])=[O:3] |f:1.2|. Procedure details: The 2-methoxy-2-methyl-3-(4-{2-[1-(4-methyl-benzyl)-2-oxo-3-propyl-2,3-dihydro-1H-imidazol-4-yl]-ethoxy}-phenyl)-propionic acid ethyl ester (0.015 g, 0.031 mmol) was combined with aqueous 5 N NaOH (0.1 mL) in EtOH (3 mL) and heated to reflux under N2 for 1 h. The reaction was cooled and the solvent removed in vacuo to give a residue that was acidified with aqueous 1 N HCl (3 mL). The mixture was extracted with Et2O and water, the organic layer dried (MgSO4), and the solvent removed in vacuo to a... Reactants: BrC=1C=NC(=NC1)N (5-bromopyrimidin-2-amine), C([O-])([O-])=O.[Na+].[Na+] (sodium carbonate), CC=1C=C(C=CC1C)B(O)O (3,4-dimethylphenylboronic acid), O1CCOCC1 (dioxane). The reagents and catalysts are C=1C=CC(=CC1)[P](C=2C=CC=CC2)(C=3C=CC=CC3)[Pd]([P](C=4C=CC=CC4)(C=5C=CC=CC5)C=6C=CC=CC6)([P](C=7C=CC=CC7)(C=8C=CC=CC8)C=9C=CC=CC9)[P](C=1C=CC=CC1)(C=1C=CC=CC1)C=1C=CC=CC1 (Pd(PPh3)4). Run in O (water), CO (methanol). Conditions: temperature 100 celsius, time 8 hour. Yields the product CC=1C=C(C=CC1C)C=1C=NC(=NC1)N (5-(3,4-dimethylphenyl)pyrimidin-2-amine). RXN SMILES: Br[C:2]1[CH:3]=[N:4][C:5]([NH2:8])=[N:6][CH:7]=1.[CH3:9][C:10]1[CH:11]=[C:12](B(O)O)[CH:13]=[CH:14][C:15]=1[CH3:16].O1CCOCC1.C(=O)([O-])[O-].[Na+].[Na+]>O.C1C=CC([P]([Pd]([P](C2C=CC=CC=2)(C2C=CC=CC=2)C2C=CC=CC=2)([P](C2C=CC=CC=2)(C2C=CC=CC=2)C2C=CC=CC=2)[P](C2C=CC=CC=2)(C2C=CC=CC=2)C2C=CC=CC=2)(C2C=CC=CC=2)C2C=CC=CC=2)=CC=1.CO>[CH3:9][C:10]1[CH:11]=[C:12]([C:2]2[CH:3]=[N:4][C:5]([NH2:8])=[N:6][CH:7]=2)[CH:13]=[CH:14][C:15]=1[CH3:16] |f:3.4.5,^1:36,38,57,76|. Reported procedure: Into a 250-mL 3-necked round bottom flask purged and maintained with an inert atmosphere of nitrogen, was placed 5-bromopyrimidin-2-amine (5 g, 28.74 mmol, 1.00 equiv), 3,4-dimethylphenylboronic acid (4.4 g, 29.33 mmol, 1.00 equiv), dioxane (85 mL), methanol (29 mL), sodium carbonate (6.1 g, 57.55 mmol, 2.00 equiv) in water (29 mL), and Pd(PPh3)4 (664 mg, 0.57 mmol, 0.02 equiv). The resulting solution was stirred overnight at 100° C. in an oil bath. The mixture was concentrated under vacuum. The... The reactants are COC(=O)c1scc(C)c1Nc1c(Cl)cccc1Cl, CO, [K+], [OH-]. The product is Cc1csc(C(=O)O)c1Nc1c(Cl)cccc1Cl. As a reaction SMILES: [CH3:1][O:2][C:3](=[O:4])[c:5]1[s:6][cH:7][c:8]([CH3:19])[c:9]1[NH:10][c:11]1[c:12]([Cl:18])[cH:13][cH:14][cH:15][c:16]1[Cl:17].[CH3:22][OH:23].[K+:21].[OH-:20]>>[O:2]=[C:3]([OH:4])[c:5]1[s:6][cH:7][c:8]([CH3:19])[c:9]1[NH:10][c:11]1[c:12]([Cl:18])[cH:13][cH:14][cH:15][c:16]1[Cl:17].